Dataset: the Open Reaction Database (ORD), a public repository of structured organic reaction records. Task: describe an organic reaction: reactants, conditions, products, and yield Reactants: NC1=CC=C(C=C1)C=1C=C2CN(C(C2=CC1)=O)[C@H](C(=O)OC)C(C)C ((S)-Methyl 2-(5-(4-aminophenyl)-1-oxoisoindolin-2-yl)-3-methylbutanoate), FC1=C(C=CC=C1)N=C=S (2-fluorophenyl isothiocyanate). The solvent is C1CCOC1 (THF). Reaction conditions: time 9 hour. Product: FC1=C(C=CC=C1)NC(NC1=CC=C(C=C1)C=1C=C2CN(C(C2=CC1)=O)[C@H](C(=O)OC)C(C)C)=S ((S)-Methyl 2-(5-(4-(3-(2-fluorophenyl)thioureido)phenyl)-1-oxoisoindolin-2-yl)-3-methylbutanoate). Reaction SMILES: [NH2:1][C:2]1[CH:7]=[CH:6][C:5]([C:8]2[CH:9]=[C:10]3[C:14](=[CH:15][CH:16]=2)[C:13](=[O:17])[N:12]([C@@H:18]([CH:23]([CH3:25])[CH3:24])[C:19]([O:21][CH3:22])=[O:20])[CH2:11]3)=[CH:4][CH:3]=1.[F:26][C:27]1[CH:32]=[CH:31][CH:30]=[CH:29][C:28]=1[N:33]=[C:34]=[S:35]>C1COCC1>[F:26][C:27]1[CH:32]=[CH:31][CH:30]=[CH:29][C:28]=1[NH:33][C:34](=[S:35])[NH:1][C:2]1[CH:7]=[CH:6][C:5]([C:8]2[CH:9]=[C:10]3[C:14](=[CH:15][CH:16]=2)[C:13](=[O:17])[N:12]([C@@H:18]([CH:23]([CH3:25])[CH3:24])[C:19]([O:21][CH3:22])=[O:20])[CH2:11]3)=[CH:4][CH:3]=1. Procedure: The compound of example 223 (0.150 g, 0.000443 mol) was taken in THF (3 mL) and 2-fluorophenyl isothiocyanate (0.074 g, 0.000448 mol) was added and stirred at room temperature for 8-10 h. The reaction mixture was concentrated and directly used for preparation of compound of example 257. Reactants: N[C@@H]1CC[C@H](CC1)N (trans-1,4-diaminocyclohexane), ClC1=NC(=C2N=CNC2=N1)NC1=CC=C(C=C1)Cl (2-chloro-N-(4-chlorophenyl)-9H-purin-6-amine). Product: N[C@@H]1CC[C@H](CC1)NC1=NC(=C2N=CNC2=N1)NC1=CC=C(C=C1)Cl (Trans-N2-(4-aminocyclohexyl)-N6-(4-chlorophenyl)-9H-purine-2,6-diamine). The yield is 2.8%. As a reaction SMILES: [NH2:1][C@H:2]1[CH2:7][CH2:6][C@H:5]([NH2:8])[CH2:4][CH2:3]1.Cl[C:10]1[N:18]=[C:17]2[C:13]([N:14]=[CH:15][NH:16]2)=[C:12]([NH:19][C:20]2[CH:25]=[CH:24][C:23]([Cl:26])=[CH:22][CH:21]=2)[N:11]=1>>[NH2:1][C@H:2]1[CH2:7][CH2:6][C@H:5]([NH:8][C:10]2[N:18]=[C:17]3[C:13]([N:14]=[CH:15][NH:16]3)=[C:12]([NH:19][C:20]3[CH:21]=[CH:22][C:23]([Cl:26])=[CH:24][CH:25]=3)[N:11]=2)[CH2:4][CH2:3]1. Reported procedure: 2850 mg of trans-1,4-diaminocyclohexane are heated to its melting point (70° C.) and 2260 mg of the product obtained in stage 1 above are added. 80 mg of the expected product are thus obtained. Starting materials: ClC=1C=CC(=C(C1)C=1C=C(C(=O)NCC2=CC(=CC=C2)C(F)(F)F)C=CN1)NC(C1=CC(=CC=C1)CCl)=O (2-(5-chloro-2-(3-(chloromethyl)benzamido)phenyl)-N-(3-(trifluoromethyl)benzyl)isonicotinamide), intermediate 21b, ClCC=1C=C(C(=O)NC2=C(C=C(C=C2)N2CCCCC2)C=2C=C(C(=O)NCC3=CC(=CC=C3)C(F)(F)F)C=CN2)C=CC1 (2-(2-(3-(chloromethyl)benzamido)-5-(piperidin-1-yl)phenyl)-N-(3-(trifluoromethyl)benzyl)-isonicotinamide), SC=1C=C(C(=O)O)C=CC1 (3-mercaptobenzoic acid), C(=O)([O-])[O-].[K+].[K+] (K2CO3), Cl (hydrochloric acid). The solvent is O (water), CN(C)C=O (DMF). Run at time 2 hour. Yields the product ClC1=CC(=C(C=C1)NC(=O)C=1C=C(CSC=2C=C(C(=O)O)C=CC2)C=CC1)C1=NC=CC(=C1)C(NCC1=CC(=CC=C1)C(F)(F)F)=O (3-(3-(4-Chloro-2-(4-(3-(trifluoromethyl)benzylcarbamoyl)pyridin-2-yl)phenylcarbamoyl)benzylthio)benzoic acid). The yield is 43.9%. Reaction SMILES: [Cl:1][C:2]1[CH:3]=[CH:4][C:5]([NH:28][C:29](=[O:38])[C:30]2[CH:35]=[CH:34][CH:33]=[C:32]([CH2:36]Cl)[CH:31]=2)=[C:6]([C:8]2[CH:9]=[C:10]([CH:25]=[CH:26][N:27]=2)[C:11]([NH:13][CH2:14][C:15]2[CH:20]=[CH:19][CH:18]=[C:17]([C:21]([F:24])([F:23])[F:22])[CH:16]=2)=[O:12])[CH:7]=1.ClCC1C=C(C=CC=1)C(NC1C=CC(N2CCCCC2)=CC=1C1C=C(C=CN=1)C(NCC1C=CC=C(C(F)(F)F)C=1)=O)=O.[SH:82][C:83]1[CH:84]=[C:85]([CH:89]=[CH:90][CH:91]=1)[C:86]([OH:88])=[O:87].C([O-])([O-])=O.[K+].[K+].Cl>CN(C=O)C.O>[Cl:1][C:2]1[CH:3]=[CH:4][C:5]([NH:28][C:29]([C:30]2[CH:31]=[C:32]([CH:33]=[CH:34][CH:35]=2)[CH2:36][S:82][C:83]2[CH:84]=[C:85]([CH:89]=[CH:90][CH:91]=2)[C:86]([OH:88])=[O:87])=[O:38])=[C:6]([C:8]2[CH:9]=[C:10]([C:11](=[O:12])[NH:13][CH2:14][C:15]3[CH:20]=[CH:19][CH:18]=[C:17]([C:21]([F:23])([F:22])[F:24])[CH:16]=3)[CH:25]=[CH:26][N:27]=2)[CH:7]=1 |f:3.4.5|. Procedure: A mixture of 173 mg of 2-(5-chloro-2-(3-(chloromethyl)benzamido)phenyl)-N-(3-(trifluoromethyl)benzyl)isonicotinamide, which was made from intermediate 21b in a similar manner as the synthesis of 8.1a, 52 mg of 3-mercaptobenzoic acid, and 128 mg of K2CO3 in 2 mL of DMF was stirred for 2 h and then poured into 20 mL of water. The solution was acidified with hydrochloric acid. A precipitate formed and was collected by filtration and dried. The resulting solid was dissolved in acetone and filtered. ... Starting materials: ClC1=NC(=NC(=C1)Cl)N[C@@H](C)C1=CC=C(C=C1)F ((S)-4,6-dichloro-N-[1-(4-fluorophenyl)ethyl]pyrimidine-2-amine), CC=1N=CNC1 (4-methylimidazole), C([O-])([O-])=O.[K+].[K+] (potassium carbonate). Run in O (water), CN(C=O)C (dimethylformamide). Reaction conditions: temperature 100 celsius, time 17 hour. Yields the product ClC1=NC(=NC(=C1)N1C=NC(=C1)C)N[C@@H](C)C1=CC=C(C=C1)F ((S)-4-Chloro-N-[1-(4-fluorophenyl)ethyl]-6-(4-methyl-1H-imidazol-1-yl)pyrimidine-2-amine). Isolated yield 26.7%. As a reaction SMILES: Cl[C:2]1[CH:7]=[C:6]([Cl:8])[N:5]=[C:4]([NH:9][C@H:10]([C:12]2[CH:17]=[CH:16][C:15]([F:18])=[CH:14][CH:13]=2)[CH3:11])[N:3]=1.[CH3:19][C:20]1[N:21]=[CH:22][NH:23][CH:24]=1.C(=O)([O-])[O-].[K+].[K+]>CN(C)C=O.O>[Cl:8][C:6]1[CH:7]=[C:2]([N:23]2[CH:24]=[C:20]([CH3:19])[N:21]=[CH:22]2)[N:3]=[C:4]([NH:9][C@H:10]([C:12]2[CH:17]=[CH:16][C:15]([F:18])=[CH:14][CH:13]=2)[CH3:11])[N:5]=1 |f:2.3.4|. Procedure details: 200 mg of (S)-4,6-dichloro-N-[1-(4-fluorophenyl)ethyl]pyrimidine-2-amine and 63 mg of 4-methylimidazole were dissolved in 2 ml of dimethylformamide, and 193 mg of potassium carbonate was added thereto, and the mixture was stirred at 100° C. for 17 hours. The reaction solution was diluted with water, and then subjected to extraction with ethyl acetate. The organic layer was washed in turn with water and brine, and then dried over magnesium sulfate. The solvent was distilled off under reduced pres... Reactants: CC(C)(C)OC(=O)N[C@H](C1=CC=CC=C1)C(=O)O (Boc-D-phenylglycine), NN (Hydrazine), C1=CC2=C(N=C1)N(N=N2)O (HOAt), CCN(C(C)C)C(C)C (DIPEA). Solvent: CN(C)C=O (DMF), C1CCOC1 (THF), CN(C)C=O (DMF), CN(C)C=O (DMF), C(CCl)Cl (EDC). Run at time 10 minute. Yields the product C1(=CC=CC=C1)[C@@H](N)C=1NN=C(N1)CC1=CC=CC=C1 (3-([R]-1-phenyl-1-aminomethyl)-5-benzyl-2H-1,2,4-triazole). RXN SMILES: [CH:1]1[CH:6]=[N:5][C:4]2[N:7](O)[N:8]=N[C:3]=2[CH:2]=1.CCN(C(C)C)[CH:14]([CH3:16])[CH3:15].CC(OC([NH:27][C@@H:28]([C:35](O)=O)[C:29]1[CH:34]=[CH:33][CH:32]=[CH:31][CH:30]=1)=O)(C)C.NN>CN(C=O)C.C1COCC1.C(Cl)CCl>[C:29]1([C@H:28]([C:35]2[NH:8][N:7]=[C:4]([CH2:3][C:2]3[CH:16]=[CH:14][CH:15]=[CH:6][CH:1]=3)[N:5]=2)[NH2:27])[CH:30]=[CH:31][CH:32]=[CH:33][CH:34]=1. Procedure details: EDC (1.6 g) was dissolved in DMF (20 ml.) and treated with HOAt (1.16 g) in DMF (10 ml.) and stirred for 10 mins. DIPEA (1.46 ml.) was then added and the stirring continued for a further 15 mins. Boc-D-phenylglycine (2 g) in DMF (10 ml.) was then added dropwise and stirring continued for a further 25 mins. 1M Hydrazine in THF (84 ml.) was then added and the mixture stirred over night. The solvents were then evaporated and the residue treated with water (100 ml.), basified with 2M sodium hydroxid... Reactants: N(=[N+]=[N-])C(CN1C2=C(C=3C=C(C=CC13)C)CN(CC2)C)C2=CC=C(C=C2)F (5-(2-azido-2-(4-fluorophenyl)ethyl)-2,8-dimethyl-2,3,4,5-tetrahydro-1H-pyrido[4,3-b]indole), [Cl-].[NH4+] (ammonium chloride). Reagents/catalysts: [Zn] (zinc). The solvent is C(C)O.O (ethanol water). Run at temperature 100 celsius. Yields the product CN1CC2=C(N(C=3C=CC(=CC23)C)CC(N)C2=CC=C(C=C2)F)CC1 (2-(2,8-dimethyl-3,4-dihydro-1H-pyrido[4,3-b]indol-5(2H)-yl)-1-(4-fluorophenyl)ethanamine). The yield is 78.7%. Reaction SMILES: [N:1]([CH:4]([C:21]1[CH:26]=[CH:25][C:24]([F:27])=[CH:23][CH:22]=1)[CH2:5][N:6]1[C:14]2[CH:13]=[CH:12][C:11]([CH3:15])=[CH:10][C:9]=2[C:8]2[CH2:16][N:17]([CH3:20])[CH2:18][CH2:19][C:7]1=2)=[N+]=[N-].[Cl-].[NH4+]>C(O)C.O.[Zn]>[CH3:20][N:17]1[CH2:18][CH2:19][C:7]2[N:6]([CH2:5][CH:4]([C:21]3[CH:22]=[CH:23][C:24]([F:27])=[CH:25][CH:26]=3)[NH2:1])[C:14]3[CH:13]=[CH:12][C:11]([CH3:15])=[CH:10][C:9]=3[C:8]=2[CH2:16]1 |f:1.2,3.4|. Procedure details: To a solution of 5-(2-azido-2-(4-fluorophenyl)ethyl)-2,8-dimethyl-2,3,4,5-tetrahydro-1H-pyrido[4,3-b]indole (1 g, 2.75 mmol) in ethanol-water (40-5 mL) was added ammonium chloride (590 mg, 11.02 mmol) and zinc dust (716 mg, 11.02 mmol) and heated at 100° C. for 1 h. After complete conversion of starting material (TLC), ethanol was removed under reduced pressure and 50 mL additional water was added and extracted with DCM (3×100 mL). The organic layer was dried over anhydrous sodium sulfate and co... Reactants: Cl (Hydrochloric acid), crude acid, [N+](=[N-])=C (diazomethane), S1C2=C(C(=C1)C(C(=O)O)=O)C=CC=C2 (Benzo[b]-thien-3-ylglyoxylic acid), Cl.C(C1=CC=CC=C1)ON (benzyloxyamine hydrochloride), [OH-].[Na+] (sodium hydroxide), crude product, [OH-].[Na+] (sodium hydroxide). Solvent: CO (methanol), CCOCC (ether), CCOCC (ether), O (water), C(C)O (ethanol), CO (methanol). Conditions: time 2 hour. The product is C(C1=CC=CC=C1)ON=C(C(=O)O)C=1C2=C(SC1)C=CC=C2 (2-Benzyloxyimino-2-(benzo [b]-thien -3-yl)acetic acid). Isolated yield 37.6%. RXN SMILES: [S:1]1[CH:5]=[C:4]([C:6](=O)[C:7]([OH:9])=[O:8])[C:3]2[CH:11]=[CH:12][CH:13]=[CH:14][C:2]1=2.Cl.[CH2:16]([O:23][NH2:24])[C:17]1[CH:22]=[CH:21][CH:20]=[CH:19][CH:18]=1.[OH-].[Na+].[N+](=C)=[N-].Cl>C(O)C.O.CCOCC.CO>[CH2:16]([O:23][N:24]=[C:6]([C:4]1[C:3]2[CH:11]=[CH:12][CH:13]=[CH:14][C:2]=2[S:1][CH:5]=1)[C:7]([OH:9])=[O:8])[C:17]1[CH:22]=[CH:21][CH:20]=[CH:19][CH:18]=1 |f:1.2,3.4|. Reported procedure: Benzo[b]-thien-3-ylglyoxylic acid (2.27 g) and benzyloxyamine hydrochloride (1.915 g) were dissolved in ethanol (70 ml) and water (30 ml). The solution was adjusted to pH 4.5 with 40% w/v sodium hydroxide solution and stirred at this pH for 2 hr. The solution was stood overnight and adjusted to pH 9 then washed with ether. The aqueous phase was acidified under ethyl acetate and the organic layer was washed with water, saturated brine and dried. Evaporation gave a mixture of syn and anti-isomers ...